The task is: describe an organic reaction: reactants, conditions, products, and yield. This data is from the Open Reaction Database (ORD), a public repository of structured organic reaction records. Product: CCCCOC(=O)c1ccc(Cl)nn1. The reactants are CC#N, CCCCOC(=O)c1ccc(=O)[nH]n1, O, O=P(Cl)(Cl)Cl. As a reaction SMILES: [CH3:20][C:21]#[N:22].[O:6]=[c:7]1[cH:8][cH:9][c:10]([C:13](=[O:14])[O:15][CH2:16][CH2:17][CH2:18][CH3:19])[n:11][nH:12]1.[OH2:23].[P:1]([Cl:2])([Cl:3])([Cl:4])=[O:5]>>[Cl:3][c:7]1[cH:8][cH:9][c:10]([C:13](=[O:14])[O:15][CH2:16][CH2:17][CH2:18][CH3:19])[n:11][n:12]1. The reactants are C(C)(=O)NC=1C=C(C(=O)OC)C=CC1OS(=O)(=O)C(F)(F)F (methyl 3-acetamido-4-trifluoromethanesulfonyloxybenzoate), C(CCCC#C)(=O)OC (methyl 5-hexynoate). The reagents and catalysts are [Pd](Cl)Cl (palladium(II) chloride), [Cu]Cl (copper(I) chloride), C1(=CC=CC=C1)P(C1=CC=CC=C1)C1=CC=CC=C1 (triphenylphosphine). Run in C(C)NCC (diethylamine). Reaction conditions: temperature 20 celsius, time 14 hour. The product is C(C)(=O)NC=1C=C(C(=O)OC)C=CC1C#CCCCC(=O)OC (methyl 3-acetamido-4-(5-methoxycarbonyl-1-pentynyl)benzoate). Isolated yield 86.5%. Reaction SMILES: [C:1]([NH:4][C:5]1[CH:6]=[C:7]([CH:12]=[CH:13][C:14]=1OS(C(F)(F)F)(=O)=O)[C:8]([O:10][CH3:11])=[O:9])(=[O:3])[CH3:2].[C:23]([O:30][CH3:31])(=[O:29])[CH2:24][CH2:25][CH2:26][C:27]#[CH:28]>C(NCC)C.[Pd](Cl)Cl.[Cu]Cl.C1(P(C2C=CC=CC=2)C2C=CC=CC=2)C=CC=CC=1>[C:1]([NH:4][C:5]1[CH:6]=[C:7]([CH:12]=[CH:13][C:14]=1[C:28]#[C:27][CH2:26][CH2:25][CH2:24][C:23]([O:30][CH3:31])=[O:29])[C:8]([O:10][CH3:11])=[O:9])(=[O:3])[CH3:2]. Procedure details: A mixture of methyl 3-acetamido-4-trifluoromethanesulfonyloxybenzoate (1.43 g), methyl 5-hexynoate (582 mg), palladium(II) chloride (14.9 mg), triphenylphosphine (43.8 mg) and copper(I) chloride (32 mg) in diethylamine (18 ml) was stirred at 20° C. for 14 hours. The solvent was evaporated in vacuo an the residue was chromatographed on silica gel eluting with a mixture of hexane and ethyl acetate (1:2) to give methyl 3-acetamido-4-(5-methoxycarbonyl-1-pentynyl)benzoate (1.15 g) as colorless cryst... Reactants: C(C)(=O)OCC=1CS[C@H]2N(C1P(O)(=O)O)C([C@H]2NC(C(C(=O)OC(C2=CC=CC=C2)C2=CC=CC=C2)C2=CC=CC=C2)=O)=O (3-acetoxymethyl-7β-(2-phenyl-2-benzhydryloxycarbonylacetamido)-3-cephem-4-phosphonic acid), C1(=CC=CC=C1)OC (anisole), O (water), C(=O)(O)[O-].[Na+] (NaHCO3), C1(=CC=CC=C1)OC (anisole), FC(C(=O)O)(F)F (trifluoroacetic acid). The solvent is C(Cl)Cl (methylene chloride). The product is C(C)(=O)OCC=1CS[C@H]2N(C1P([O-])(=O)[O-])C([C@H]2NC(C(C2=CC=CC=C2)C(=O)O)=O)=O.[Na+].[Na+].[Na+] (trisodium 3-acetoxymethyl-7β-(2-carboxy-2-phenylacetamido)-3-cephem-4-phosphonate). As a reaction SMILES: [C:1]([O:4][CH2:5][C:6]1[CH2:7][S:8][C@@H:9]2[C@H:17]([NH:18][C:19](=[O:43])[CH:20]([C:37]3[CH:42]=[CH:41][CH:40]=[CH:39][CH:38]=3)[C:21]([O:23]C(C3C=CC=CC=3)C3C=CC=CC=3)=[O:22])[C:16](=[O:44])[N:10]2[C:11]=1[P:12]([OH:15])(=[O:14])[OH:13])(=[O:3])[CH3:2].C1(OC)C=CC=CC=1.FC(F)(F)C(O)=O.O.C([O-])(O)=O.[Na+:65]>C(Cl)Cl>[C:1]([O:4][CH2:5][C:6]1[CH2:7][S:8][C@@H:9]2[C@H:17]([NH:18][C:19](=[O:43])[CH:20]([C:21]([OH:23])=[O:22])[C:37]3[CH:42]=[CH:41][CH:40]=[CH:39][CH:38]=3)[C:16](=[O:44])[N:10]2[C:11]=1[P:12]([O-:15])(=[O:13])[O-:14])(=[O:3])[CH3:2].[Na+:65].[Na+:65].[Na+:65] |f:4.5,7.8.9.10|. Reported procedure: One gram of 3-acetoxymethyl-7β-(2-phenyl-2-benzhydryloxycarbonylacetamido)-3-cephem-4-phosphonic acid is dissolved in 2 ml. anisole and treated for two minutes at 0° with 10 ml. trifluoroacetic acid. The mixture is pumped at 0.1 mm at 25° until most of the anisole is removed, and then more anisole is added and pumped off to insure complete removal of TFA. The residue is taken up in 100 ml. water containing three equivalents of NaHCO3, washed with methylene chloride and lyophilized, affording the... The reactants are OB1OCc2ccccc21, O=C([O-])[O-], CCOC(=O)c1cnn(-c2cccc(Cl)n2)c1C(F)(F)F, CC#N, [Na+], [Na+]. Product: CCOC(=O)c1cnn(-c2cccc(-c3ccccc3CO)n2)c1C(F)(F)F. Reaction SMILES: [B:22]1([OH:31])[O:23][CH2:24][c:25]2[c:26]1[cH:27][cH:28][cH:29][cH:30]2.[C:32](=[O:33])([O-:34])[O-:35].[CH2:1]([CH3:2])[O:3][C:4](=[O:5])[c:6]1[cH:7][n:8][n:9](-[c:15]2[n:16][c:17]([Cl:21])[cH:18][cH:19][cH:20]2)[c:10]1[C:11]([F:12])([F:13])[F:14].[CH3:38][C:39]#[N:40].[Na+:36].[Na+:37]>>[CH2:1]([CH3:2])[O:3][C:4](=[O:5])[c:6]1[cH:7][n:8][n:9](-[c:15]2[n:16][c:17](-[c:26]3[c:25]([CH2:24][OH:23])[cH:30][cH:29][cH:28][cH:27]3)[cH:18][cH:19][cH:20]2)[c:10]1[C:11]([F:12])([F:13])[F:14].